From a dataset of the Open Reaction Database (ORD), a public repository of structured organic reaction records. describe an organic reaction: reactants, conditions, products, and yield The reactants are [H-].[Na+] (NaH), C1(CC1)C(=O)C1=NNC2=NC=CC=C21 (cyclopropyl(1H-pyrazolo[3,4-b]pyridin-3-yl)methanone), S(=O)(=O)(C1=CC=C(C)C=C1)Cl (tosyl chloride). Solvent: CN(C)C=O (DMF). Run at time 10 minute. Product: C1(CC1)C(=O)C1=NN(C2=NC=CC=C21)S(=O)(=O)C2=CC=C(C)C=C2 (cyclopropyl(1-tosyl-1H-pyrazolo[3,4-b]pyridin-3-yl)methanone). The yield is 69.7%. As a reaction SMILES: [H-].[Na+].[CH:3]1([C:6]([C:8]2[C:16]3[C:11](=[N:12][CH:13]=[CH:14][CH:15]=3)[NH:10][N:9]=2)=[O:7])[CH2:5][CH2:4]1.[S:17](Cl)([C:20]1[CH:26]=[CH:25][C:23]([CH3:24])=[CH:22][CH:21]=1)(=[O:19])=[O:18]>CN(C=O)C>[CH:3]1([C:6]([C:8]2[C:16]3[C:11](=[N:12][CH:13]=[CH:14][CH:15]=3)[N:10]([S:17]([C:20]3[CH:26]=[CH:25][C:23]([CH3:24])=[CH:22][CH:21]=3)(=[O:19])=[O:18])[N:9]=2)=[O:7])[CH2:4][CH2:5]1 |f:0.1|. Procedure details: NaH (0.030 g, 0.75 mmol) was added to cyclopropyl(1H-pyrazolo[3,4-b]pyridin-3-yl)methanone (100 mg, 0.534 mmol) in DMF (2 mL) at 0° C. After 10 minutes, tosyl chloride (0.13 g, 0.69 mmol) was added, and the reaction mixture was allowed to warm to room temperature. The reaction mixture was stirred at room temperature for 16 hours and then quenched with ice and water. The mixture was extracted with EtOAc (3×10 mL) and dried over sodium sulfate. Column chromatography afforded cyclopropyl(1-tosyl-1H... Product: N#CNC(=NCc1cccs1)c1ccccn1. RXN SMILES: [C:1](#[N:2])[N:3]=[C:4]([O:5][CH3:6])[c:7]1[n:8][cH:9][cH:10][cH:11][cH:12]1.[CH2:20]([O:21][CH2:22][CH3:23])[CH3:24].[CH3:28][OH:29].[Cl:25][CH2:26][Cl:27].[s:13]1[c:14]([CH2:18][NH2:19])[cH:15][cH:16][cH:17]1>>[C:1](#[N:2])[NH:3][C:4]([c:7]1[n:8][cH:9][cH:10][cH:11][cH:12]1)=[N:19][CH2:18][c:14]1[s:13][cH:17][cH:16][cH:15]1. Starting materials: COC(=NC#N)c1ccccn1, CCOCC, CO, ClCCl, NCc1cccs1. The reactants are C(C)(C)(C)C=1C=C(C=C(C1O)C(C)(C)C)C(CC(C)(C)SCC1=CC=C(C=C1)OC)=O (1-(3,5-di-tert-butyl-4-hydroxyphenyl)-3-(4-methoxyphenylmethylthio)-3-methyl-butan-1-one), C(=O)(C(F)(F)F)O (CF3COOH). The solvent is C(Cl)(Cl)Cl (CHCl3). Conditions: time 3 hour. Yields the product C(C)(C)(C)C=1C=C(C=C(C1O)C(C)(C)C)C(CC(C)(C)S)=O (1-(3,5-di-tert-butyl-4-hydroxyphenyl)-3-sulfhydryl-3-methyl-butan-1-one). Reaction SMILES: [C:1]([C:5]1[CH:6]=[C:7]([C:16](=[O:31])[CH2:17][C:18]([S:21]CC2C=CC(OC)=CC=2)([CH3:20])[CH3:19])[CH:8]=[C:9]([C:12]([CH3:15])([CH3:14])[CH3:13])[C:10]=1[OH:11])([CH3:4])([CH3:3])[CH3:2].C(O)(C(F)(F)F)=O>C(Cl)(Cl)Cl>[C:12]([C:9]1[CH:8]=[C:7]([C:16](=[O:31])[CH2:17][C:18]([SH:21])([CH3:20])[CH3:19])[CH:6]=[C:5]([C:1]([CH3:2])([CH3:3])[CH3:4])[C:10]=1[OH:11])([CH3:13])([CH3:14])[CH3:15]. Procedure details: To a stirred, ice-cold solution of 1-(3,5-di-tert-butyl-4-hydroxyphenyl)-3-(4-methoxyphenylmethylthio)-3-methyl-butan-1-one (70 mg) in CHCl3 (1 mL), under argon, is added CF3COOH (0.02 mL) via syringe. The reaction mixture is kept at 0° C. for 3 hours, and then solvent is evaporated under reduced pressure to give a brown oil. The crude material is purified twice by preparative silica gel thin layer chromatography (hexane:ethyl acetate, 9:1), to give 1-(3,5-di-tert-butyl-4-hydroxyphenyl)-3-sulfhy...